Dataset: the Open Reaction Database (ORD), a public repository of structured organic reaction records. Task: describe an organic reaction: reactants, conditions, products, and yield Starting materials: Cl.NC1CN(CC1)C=1N=C(C2=C(N1)SC=N2)NC2=CC(=C(C=C2)OC)OC (5-(3-aminopyrrolidin-1-yl)-N-(3,4-dimethoxyphenyl)thiazolo[5,4-d]pyrimidin-7-amine hydrochloride), OC=1C=C(C(=O)O)C=CC1C(=O)OC (3-hydroxy-4-(methoxycarbonyl)benzoic acid), CCN=C=NCCCN(C)C (EDCI), CN1C=NC=C1 (N-methylimidazole). Solvent: C(Cl)Cl (DCM). Reaction conditions: time 16 hour. The product is COC=1C=C(C=CC1OC)NC=1C2=C(N=C(N1)N1CC(CC1)NC(=O)C1=CC(=C(C(=O)OC)C=C1)O)SC=N2 (methyl 4-(1-(7-(3,4-dimethoxyphenylamino)thiazolo[5,4-d]pyrimidin-5-yl)pyrrolidin-3-ylcarbamoyl)-2-hydroxybenzoate). The yield is 45.4%. RXN SMILES: Cl.[NH2:2][CH:3]1[CH2:7][CH2:6][N:5]([C:8]2[N:9]=[C:10]([NH:17][C:18]3[CH:23]=[CH:22][C:21]([O:24][CH3:25])=[C:20]([O:26][CH3:27])[CH:19]=3)[C:11]3[N:16]=[CH:15][S:14][C:12]=3[N:13]=2)[CH2:4]1.[OH:28][C:29]1[CH:30]=[C:31]([CH:35]=[CH:36][C:37]=1[C:38]([O:40][CH3:41])=[O:39])[C:32](O)=[O:33].CCN=C=NCCCN(C)C.CN1C=CN=C1>C(Cl)Cl>[CH3:27][O:26][C:20]1[CH:19]=[C:18]([NH:17][C:10]2[C:11]3[N:16]=[CH:15][S:14][C:12]=3[N:13]=[C:8]([N:5]3[CH2:6][CH2:7][CH:3]([NH:2][C:32]([C:31]4[CH:35]=[CH:36][C:37]([C:38]([O:40][CH3:41])=[O:39])=[C:29]([OH:28])[CH:30]=4)=[O:33])[CH2:4]3)[N:9]=2)[CH:23]=[CH:22][C:21]=1[O:24][CH3:25] |f:0.1|. Reported procedure: A mixture of 5-(3-aminopyrrolidin-1-yl)-N-(3,4-dimethoxyphenyl)thiazolo[5,4-d]pyrimidin-7-amine hydrochloride (164 mg, 0.4 mmol), 3-hydroxy-4-(methoxycarbonyl)benzoic acid (78 mg, 0.4 mmol), EDCI (153 mg, 0.8 mmol) and N-methylimidazole (100 mg, 1.2 mmol) in 5 mL of DCM was stirred at room temperature for 16 hours. The mixture was washed with water (4 mL), The organic layer was dried over Na2SO4. After filtration and concentration, the residue was purified by column chromatography (silica gel, 1... Starting materials: NCCCN1CCOCC1 (N-(3-aminopropyl)morpholine), C(C)=O (acetaldehyde), C(C)=O (acetaldehyde). Yields the product CNCCCN1CCOCC1 (N-methyl-3-(morpholin-4-yl)propan-1-amine). As a reaction SMILES: [NH2:1][CH2:2][CH2:3][CH2:4][N:5]1[CH2:10][CH2:9][O:8][CH2:7][CH2:6]1.[CH:11](=O)C>>[CH3:11][NH:1][CH2:2][CH2:3][CH2:4][N:5]1[CH2:10][CH2:9][O:8][CH2:7][CH2:6]1. Procedure details: By using N-(3-aminopropyl)morpholine (1.0 g) as a starting material, the title compound (57 mg) was obtained in the same manners as those of Reference Example 51, (1), Reference Example 8, (2) and Reference Example 19, (3). Reactants: amide, [N+](=O)(O)[O-] (nitric acid), C(C1=CC=NC=C1)(=O)NC=1C=C2CCC(NC2=CC1[N+](=O)[O-])=O (6-isonicotinoylamino-7-nitro-1,2,3,4-tetrahydroquinolin-2-one). Run at temperature 25 celsius, time 1 hour. Product: N1=CC=C(C=C1)C1=NC=2C(=CC=3CCC(NC3C2)=O)N1 (2-(4-Pyridyl)-5,6,7,8-tetrahydro-lH-imidazo[4,5-g]-quinolin-6-one). Reaction SMILES: [N+]([O-])(O)=O.[C:5]([NH:13][C:14]1[CH:15]=[C:16]2[C:21](=[CH:22][C:23]=1[N+:24]([O-])=O)[NH:20][C:19](=[O:27])[CH2:18][CH2:17]2)(=O)[C:6]1[CH:11]=[CH:10][N:9]=[CH:8][CH:7]=1>>[N:9]1[CH:10]=[CH:11][C:6]([C:5]2[NH:13][C:14]3=[CH:15][C:16]4[CH2:17][CH2:18][C:19](=[O:27])[NH:20][C:21]=4[CH:22]=[C:23]3[N:24]=2)=[CH:7][CH:8]=1. Procedure: 22.7 g. (85 mmole) of the above amide were slowly introduced at 5° C. into 120 ml. 65% nitric acid. The reaction mixture was further stirred at 25° C. for 1 hour, poured on to ice and filtered off with suction. The residue was purified over silica gel (elution agent: methylene chloride/methanol saturated with ammonia; 95:5 v/v) to give 2.4 g. (10% of theory) 6-isonicotinoylamino-7-nitro-1,2,3,4-tetrahydroquinolin-2-one; m.p. 285 -288° C. The solvent is O1CCCC1 (tetrahydrofuran). Reaction SMILES: [Si]([O:8][C@H:9]1[CH2:18][C@H:17]([O:19][C:20](=[O:33])[CH:21]([O:24][C:25]2[CH:30]=[CH:29][C:28]([CH2:31][CH3:32])=[CH:27][CH:26]=2)[CH2:22][CH3:23])[C@H:16]2[C:11]([CH:12]=[CH:13][C@H:14]([CH3:51])[C@@H:15]2[CH2:34][CH2:35][C@H:36]2[O:41][C:40](=[O:42])[CH2:39][C@H:38]([O:43][Si](C(C)(C)C)(C)C)[CH2:37]2)=[CH:10]1)(C(C)(C)C)(C)C.[F-].C([N+](CCCC)(CCCC)CCCC)CCC>O1CCCC1>[OH:8][C@H:9]1[CH2:18][C@H:17]([O:19][C:20](=[O:33])[CH:21]([O:24][C:25]2[CH:26]=[CH:27][C:28]([CH2:31][CH3:32])=[CH:29][CH:30]=2)[CH2:22][CH3:23])[C@H:16]2[C:11]([CH:12]=[CH:13][C@H:14]([CH3:51])[C@@H:15]2[CH2:34][CH2:35][C@H:36]2[O:41][C:40](=[O:42])[CH2:39][C@H:38]([OH:43])[CH2:37]2)=[CH:10]1 |f:1.2|. Procedure details: A procedure similar to that described in Example 2, above, was followed, but using 850 mg of (4R,6R)-6-([1S,2S,6S,8S,8aR]-2-{1,2,6,7,8,8a-hexahydro-6-t-butyldimethylsilyloxy-8-[(2RS)-2-(4-ethylphenoxy)butyryloxy]-2-methyl-1-naphthyl}ethyl)tetrahydro-4-t-butyldimethylsilyloxy-2H-pyran-2-one [prepared as described in Example 67, above] and 20.0 ml of a 1.0 molar solution of tetrabutylammonium fluoride in tetrahydrofuran, to give 84 mg of the titlecompound as white crystals, melting at between 139°... Yields the product O[C@@H]1C=C2C=C[C@@H]([C@@H]([C@H]2[C@H](C1)OC(C(CC)OC1=CC=C(C=C1)CC)=O)CC[C@@H]1C[C@H](CC(O1)=O)O)C ((4R,6R)-6-([1S,2S,6S,8S,8aR]-2-{1,2,6,7,8,8a-Hexahydro-6-hydroxy-8-[(2RS)-2-(4-ethylphenoxy)butyryloxy]-2-methyl-1-naphthyl}ethyl)tetrahydro-4-hydroxy-2H-pyran -2-one). The reactants are [Si](C)(C)(C(C)(C)C)O[C@@H]1C=C2C=C[C@@H]([C@@H]([C@H]2[C@H](C1)OC(C(CC)OC1=CC=C(C=C1)CC)=O)CC[C@@H]1C[C@H](CC(O1)=O)O[Si](C)(C)C(C)(C)C)C ((4R,6R)-6-([1S,2S,6S,8S,8aR]-2-{1,2,6,7,8,8a-Hexahydro-6-t-butyldimethylsilyloxy-8-[(2RS)-2-(4-ethylphenoxy)butyryloxy]-2-methyl-1-naphthyl}ethyl)tetrahydro-4-t-butyldimethylsilyloxy-2H-pyran-2-one), solution, [F-].C(CCC)[N+](CCCC)(CCCC)CCCC (tetrabutylammonium fluoride). Starting materials: [C-]#N, [C-]#N, CN1CCCC1=O, O=c1[nH]cnc2c1Nc1ccc(Cl)cc1C2(CCC1CC1)C(F)(F)F, [Zn+2]. Yields the product N#Cc1ccc2c(c1)C(CCC1CC1)(C(F)(F)F)c1nc[nH]c(=O)c1N2. RXN SMILES: [C-:33]#[N:34].[C-:36]#[N:37].[CH3:26][N:27]1[CH2:28][CH2:29][CH2:30][C:31]1=[O:32].[Cl:1][c:2]1[cH:3][c:4]2[c:9]([cH:10][cH:11]1)[NH:8][c:7]1[c:6]([n:15][cH:14][nH:13][c:12]1=[O:16])[C:5]2([C:17]([F:18])([F:19])[F:20])[CH2:21][CH2:22][CH:23]1[CH2:24][CH2:25]1.[Zn+2:35]>>[c:2]1([C:26]#[N:27])[cH:3][c:4]2[c:9]([cH:10][cH:11]1)[NH:8][c:7]1[c:6]([n:15][cH:14][nH:13][c:12]1=[O:16])[C:5]2([C:17]([F:18])([F:19])[F:20])[CH2:21][CH2:22][CH:23]1[CH2:24][CH2:25]1.